The task is: describe an organic reaction: reactants, conditions, products, and yield. This data is from the Open Reaction Database (ORD), a public repository of structured organic reaction records. The reactants are [Cl-].[NH4+] (ammonium chloride), C(C1=CC=CC=C1)OC1=CC=C(C=C1)C(C(F)(F)F)=O (4-(trifluoroacetyl)phenyl benzyl ether), C[Mg]Cl (methylmagnesium chloride). The solvent is C(C)OCC (diethyl ether), C(C)OCC (diethyl ether). Yields the product C(C1=CC=CC=C1)OC1=CC=C(C=C1)C(C(F)(F)F)(C)O (4-(2-Hydroxy-1,1,1 -trifluoro-2-propyl)phenol benzyl ether). Reaction SMILES: [CH2:1]([O:8][C:9]1[CH:14]=[CH:13][C:12]([C:15](=[O:20])[C:16]([F:19])([F:18])[F:17])=[CH:11][CH:10]=1)[C:2]1[CH:7]=[CH:6][CH:5]=[CH:4][CH:3]=1.[CH3:21][Mg]Cl.[Cl-].[NH4+]>C(OCC)C>[CH2:1]([O:8][C:9]1[CH:14]=[CH:13][C:12]([C:15]([OH:20])([CH3:21])[C:16]([F:17])([F:18])[F:19])=[CH:11][CH:10]=1)[C:2]1[CH:3]=[CH:4][CH:5]=[CH:6][CH:7]=1 |f:2.3|. Procedure: A solution of 30.0 g (0.107 mol) of 4-(trifluoroacetyl)phenyl benzyl ether in 50 ml of diethyl ether was added dropwise at 0° C. to a solution of 12.0 g (0.161 mol) of methylmagnesium chloride in 150 ml of diethyl ether. After 2 hours at reflux, the mixture was poured into saturated ammonium chloride solution. 31.3 g (99% of theory) were obtained of colorless product.